From a dataset of the Open Reaction Database (ORD), a public repository of structured organic reaction records. describe an organic reaction: reactants, conditions, products, and yield Reactants: CC(C)C[Al+]CC(C)C, COC(=O)C(Cc1ccccc1)NC(C)=O, COCCOC, Cc1ccccc1, [H-]. Yields the product CC(=O)NC(C=O)Cc1ccccc1. RXN SMILES: [CH2:18]([Al+:19][CH2:20][CH:21]([CH3:22])[CH3:23])[CH:24]([CH3:25])[CH3:26].[CH3:1][O:2][C:3]([CH:4]([NH:5][C:6]([CH3:7])=[O:8])[CH2:9][c:10]1[cH:11][cH:12][cH:13][cH:14][cH:15]1)=[O:16].[CH3:27][O:28][CH2:29][CH2:30][O:31][CH3:32].[CH3:33][c:34]1[cH:35][cH:36][cH:37][cH:38][cH:39]1.[H-:17]>>[O:2]=[CH:3][CH:4]([NH:5][C:6]([CH3:7])=[O:8])[CH2:9][c:10]1[cH:11][cH:12][cH:13][cH:14][cH:15]1. The reactants are O=C([O-])[O-], CC(C)(C)OC(=O)n1c(CCl)nc2ccccc21, [K+], [K+], CC(C)(C)OC(=O)C(CCC(N)=O)N1Cc2c(O)cccc2C1=O, CN(C)C=O. Yields the product CC(C)(C)OC(=O)C(CCC(N)=O)N1Cc2c(OCc3nc4ccccc4n3C(=O)OC(C)(C)C)cccc2C1=O. RXN SMILES: [C:25](=[O:26])([O-:27])[O-:28].[Cl:31][CH2:32][c:33]1[n:34][c:35]2[c:36]([n:37]1[C:38](=[O:39])[O:40][C:41]([CH3:42])([CH3:43])[CH3:44])[cH:45][cH:46][cH:47][cH:48]2.[K+:29].[K+:30].[NH2:1][C:2]([CH2:3][CH2:4][CH:5]([C:6](=[O:7])[O:8][C:9]([CH3:10])([CH3:11])[CH3:12])[N:13]1[C:14](=[O:23])[c:15]2[cH:16][cH:17][cH:18][c:19]([OH:22])[c:20]2[CH2:21]1)=[O:24].[O:49]=[CH:50][N:51]([CH3:52])[CH3:53]>>[NH2:1][C:2]([CH2:3][CH2:4][CH:5]([C:6](=[O:7])[O:8][C:9]([CH3:10])([CH3:11])[CH3:12])[N:13]1[C:14](=[O:23])[c:15]2[cH:16][cH:17][cH:18][c:19]([O:22][CH2:32][c:33]3[n:34][c:35]4[c:36]([n:37]3[C:38](=[O:39])[O:40][C:41]([CH3:42])([CH3:43])[CH3:44])[cH:45][cH:46][cH:47][cH:48]4)[c:20]2[CH2:21]1)=[O:24].